This data is from the Open Reaction Database (ORD), a public repository of structured organic reaction records. The task is: describe an organic reaction: reactants, conditions, products, and yield The reactants are three, CC(=O)C1=CC=C(C=C1)Cl (4-chloroacetophenone), [H][H] (hydrogen), [H-].[Na+] (sodium hydride), C(OC)(OC)=O (dimethyl carbonate), Cl (hydrochloric acid). Run in O1CCCC1 (tetrahydrofuran). The product is ClC1=CC=C(C=C1)C(CC(=O)OC)=O (methyl 3-(4-chlorophenyl)-3-keto-propanoate). The yield is 58.8%. RXN SMILES: [H-].[Na+].[C:3](=[O:8])([O:6][CH3:7])OC.[CH3:9][C:10]([C:12]1[CH:17]=[CH:16][C:15]([Cl:18])=[CH:14][CH:13]=1)=[O:11].[H][H].Cl>O1CCCC1>[Cl:18][C:15]1[CH:16]=[CH:17][C:12]([C:10](=[O:11])[CH2:9][C:3]([O:6][CH3:7])=[O:8])=[CH:13][CH:14]=1 |f:0.1|. Procedure details: Into a 1000 ml three necked flask equipped with an addition funnel, and condenser was added 15.4 g of 60% sodium hydride (0.63 mole). The sodium hydride was washed twice with hexane and then suspended in 300 ml of tetrahydrofuran and 29 g of dimethyl carbonate (0.32 mole). The reaction mixture was brought to reflux and a solution of 50 g (0.32 mole) of 4-chloroacetophenone in 50 ml of tetrahydrofuran was added over 30 minutes. After hydrogen evolution had ceased the reaction was cooled and poure... Reactants: BrB(Br)Br, O=c1c(Cc2ccccc2)c[nH]n1-c1ccc(S(=O)(=O)N(CCCOCc2ccccc2)C2CCCC2)cn1, CO, ClCCl. The product is O=c1c(Cc2ccccc2)c[nH]n1-c1ccc(S(=O)(=O)N(CCCO)C2CCCC2)cn1. Reaction SMILES: [B:40]([Br:41])([Br:42])[Br:43].[CH2:1]([c:2]1[cH:3][cH:4][cH:5][cH:6][cH:7]1)[c:8]1[cH:9][nH:10][n:11](-[c:14]2[cH:15][cH:16][c:17]([S:20](=[O:21])(=[O:22])[N:23]([CH:24]3[CH2:25][CH2:26][CH2:27][CH2:28]3)[CH2:29][CH2:30][CH2:31][O:32][CH2:33][c:34]3[cH:35][cH:36][cH:37][cH:38][cH:39]3)[cH:18][n:19]2)[c:12]1=[O:13].[CH3:44][OH:45].[Cl:46][CH2:47][Cl:48]>>[CH2:1]([c:2]1[cH:3][cH:4][cH:5][cH:6][cH:7]1)[c:8]1[cH:9][nH:10][n:11](-[c:14]2[cH:15][cH:16][c:17]([S:20](=[O:21])(=[O:22])[N:23]([CH:24]3[CH2:25][CH2:26][CH2:27][CH2:28]3)[CH2:29][CH2:30][CH2:31][OH:32])[cH:18][n:19]2)[c:12]1=[O:13]. Reactants: CC#N, [In+3], OCCc1cccs1. Product: c1cc2c(s1)CCOC2. Reaction SMILES: [CH3:10][C:11]#[N:12].[In+3:9].[s:1]1[c:2]([CH2:6][CH2:7][OH:8])[cH:3][cH:4][cH:5]1>>[s:1]1[c:2]2[c:3]([cH:4][cH:5]1)[CH2:10][O:8][CH2:7][CH2:6]2.